describe an organic reaction: reactants, conditions, products, and yield From a dataset of the Open Reaction Database (ORD), a public repository of structured organic reaction records. Starting materials: COC(=O)COc1cc(C)cc2nc(Cl)c(Cc3ccc(Cl)cc3)c(C)c12, CCO, Cl, [H][H], [Pd]. The product is COC(=O)COc1cc(C)cc2ncc(Cc3ccc(Cl)cc3)c(C)c12. RXN SMILES: [CH3:1][O:2][C:3]([CH2:4][O:5][c:6]1[c:7]2[c:8]([CH3:26])[c:9]([CH2:18][c:19]3[cH:20][cH:21][c:22]([Cl:25])[cH:23][cH:24]3)[c:10]([Cl:17])[n:11][c:12]2[cH:13][c:14]([CH3:16])[cH:15]1)=[O:27].[CH3:32][CH2:33][OH:34].[ClH:28].[H:29][H:30].[Pd:31]>>[CH3:1][O:2][C:3]([CH2:4][O:5][c:6]1[c:7]2[c:8]([CH3:26])[c:9]([CH2:18][c:19]3[cH:20][cH:21][c:22]([Cl:25])[cH:23][cH:24]3)[cH:10][n:11][c:12]2[cH:13][c:14]([CH3:16])[cH:15]1)=[O:27]. Reactants: [Al+3], CON(C)C(=O)C(NC(=O)OC(C)(C)C)C1CCCCC1, C1CCOC1, [H-], [H-], [H-], [H-], [Li+]. Yields the product CC(C)(C)OC(=O)NC(C=O)C1CCCCC1. RXN SMILES: [Al+3:23].[C:1]([CH3:2])([CH3:3])([CH3:4])[O:5][C:6]([NH:7][CH:8]([C:9]([N:10]([O:11][CH3:12])[CH3:13])=[O:14])[CH:15]1[CH2:16][CH2:17][CH2:18][CH2:19][CH2:20]1)=[O:21].[CH2:28]1[O:29][CH2:30][CH2:31][CH2:32]1.[H-:22].[H-:25].[H-:26].[H-:27].[Li+:24]>>[C:1]([CH3:2])([CH3:3])([CH3:4])[O:5][C:6]([NH:7][CH:8]([CH:9]=[O:14])[CH:15]1[CH2:16][CH2:17][CH2:18][CH2:19][CH2:20]1)=[O:21].